This data is from the Open Reaction Database (ORD), a public repository of structured organic reaction records. The task is: describe an organic reaction: reactants, conditions, products, and yield The reactants are C(C)OC(C(C(=O)C)=CC1=C(C=CC=C1)C)=O (Ethyl-2-(2-methylbenzyliden)acetoacetate), CN1N=C(C=C1N)C1=CC=CC=C1 (1-methyl-3-phenyl-5-pyrazolamine), C(C)OC(C(C(=O)C)=CC1=C(C=CC=C1)C)=O (ethyl-2-(2-methylbenzyliden)acetoacetate), Cl (hydrochloric acid), CO (methanol). The solvent is C(C)O (ethanol). Yields the product Cl.C(C)OC(=O)C=1C(C2=C(NC1C)N(N=C2C2=CC=CC=C2)C)C2=C(C=CC=C2)C (4,7-dihydro-1,6-dimethyl-3-phenyl-4-(2-methylphenyl)-1H-pyrazolo[3,4-b]pyridin-5-carboxylic acid ethyl ester, hydrochloride). RXN SMILES: [CH2:1]([O:3][C:4](=[O:17])[C:5](=[CH:9][C:10]1[CH:15]=[CH:14][CH:13]=[CH:12][C:11]=1[CH3:16])[C:6]([CH3:8])=O)[CH3:2].[CH3:18][N:19]1[C:23]([NH2:24])=[CH:22][C:21]([C:25]2[CH:30]=[CH:29][CH:28]=[CH:27][CH:26]=2)=[N:20]1.[ClH:31].CO>C(O)C>[ClH:31].[CH2:1]([O:3][C:4]([C:5]1[CH:9]([C:10]2[CH:15]=[CH:14][CH:13]=[CH:12][C:11]=2[CH3:16])[C:22]2[C:21]([C:25]3[CH:30]=[CH:29][CH:28]=[CH:27][CH:26]=3)=[N:20][N:19]([CH3:18])[C:23]=2[NH:24][C:6]=1[CH3:8])=[O:17])[CH3:2] |f:5.6|. Procedure: Ethyl-2-(2-methylbenzyliden)acetoacetate (0.050 mol) is added to 1-methyl-3-phenyl-5-pyrazolamine (0.050 mol) in ethanol (50 ml) and refluxed for 90 minutes. The mixture is then cooled to room temperature, further ethyl-2-(2-methylbenzyliden)acetoacetate (0.050 mol) is added thereto, and the mixture refluxed for further 90 minutes. The reaction mixture is then cooled, the solvent is evaporated, and the residue is taken up in ethyl ether, collected by filtration, and dried. The product is dissolv... Reactants: [Cl-].[NH4+] (ammonium chloride), CC1(C(C1C(C(C(F)(F)F)(Cl)Cl)O)C(=O)OCC1=C(C(=CC=C1)C1=CC=CC=C1)C)C ((2-methyl-3-phenylphenyl)methyl 2,2-dimethyl-3-(1-hydroxyl-2,2-dichloro-3,3,3-trifluoropropyl)cyclopropanecarboxylate), [H-].[Na+] (sodium hydride), C1(=CC=C(C=C1)S(=O)(=O)Cl)C (p-toluenesulfonyl chloride). Solvent: C(C)OCC (diethyl ether), CN(C)C=O (DMF). Run at time 8 hour. Product: CC1(C(C1C(C(C(F)(F)F)(Cl)Cl)OS(=O)(=O)C1=CC=C(C)C=C1)C(=O)OCC1=C(C(=CC=C1)C1=CC=CC=C1)C)C ((2-methyl-3-phenylphenyl)methyl 2,2-dimethyl-3-(1-tosyloxy-2,2-dichloro-3,3,3-trifluoropropyl)cyclopropanecarboxylate). Yield: 65.9%. Reaction SMILES: [CH3:1][C:2]1([CH3:31])[CH:4]([CH:5]([OH:13])[C:6]([Cl:12])([Cl:11])[C:7]([F:10])([F:9])[F:8])[CH:3]1[C:14]([O:16][CH2:17][C:18]1[CH:23]=[CH:22][CH:21]=[C:20]([C:24]2[CH:29]=[CH:28][CH:27]=[CH:26][CH:25]=2)[C:19]=1[CH3:30])=[O:15].[H-].[Na+].[C:34]1([CH3:44])[CH:39]=[CH:38][C:37]([S:40](Cl)(=[O:42])=[O:41])=[CH:36][CH:35]=1.[Cl-].[NH4+]>C(OCC)C.CN(C=O)C>[CH3:1][C:2]1([CH3:31])[CH:4]([CH:5]([O:13][S:40]([C:37]2[CH:38]=[CH:39][C:34]([CH3:44])=[CH:35][CH:36]=2)(=[O:42])=[O:41])[C:6]([Cl:11])([Cl:12])[C:7]([F:8])([F:10])[F:9])[CH:3]1[C:14]([O:16][CH2:17][C:18]1[CH:23]=[CH:22][CH:21]=[C:20]([C:24]2[CH:25]=[CH:26][CH:27]=[CH:28][CH:29]=2)[C:19]=1[CH3:30])=[O:15] |f:1.2,4.5|. Procedure details: To a solution of 97 mg (0.20 mmol) of (2-methyl-3-phenylphenyl)methyl 2,2-dimethyl-3-(1-hydroxy-2,2-dichloro-3,3,3-trifluoropropyl)cyclopropanecarboxylate obtained in Example 3 and dissolved in 0.5 ml of diethyl ether and 0.5 ml of DMF, 12 mg (0.25 mmol) of sodium hydride and 39 mg (0.20 mmol) of p-toluenesulfonyl chloride were added, and the mixture was stirred overnight at room temperature. After an addition of 1 ml of a saturated ammonium chloride aqueous solution, the mixture was extracted w... The yield is 66.4%. Product: Cl.C1(=CC=CC=C1)C1CCN(CC1)CCCN1CCC(CC1)C1=CC=CC=C1 (4-Phenyl-1-(3-(4-phenylpiperidyl)propyl)piperidine Hydrochloride). Procedure details: Using 4-phenylpiperidine hydrochloride (99 mg, 0.50 mmol) ′and 1-(3-chloropropyl)-4-phenylpiperidine 2 hydrochloride (110 mg, 0.40 mmol) instead of 4-(3-indolyl)piperidine and 1-(3-chloropropyl)-3-(4-methoxyphenyl)piperidine 3 hydrochloride, respectively, the reaction and purification were carried out in the same procedure as Example 2. The resulting crude product was purified by column chromatography on a silica gel (silica gel NH-DM 1020 produced by Fuji Silysia Chemical Ltd., eluent; hexane:e... Reaction SMILES: Cl.[C:2]1([CH:8]2[CH2:13][CH2:12][NH:11][CH2:10][CH2:9]2)[CH:7]=[CH:6][CH:5]=[CH:4][CH:3]=1.[Cl:14][CH2:15][CH2:16][CH2:17][N:18]1[CH2:23][CH2:22][CH:21]([C:24]2[CH:29]=[CH:28][CH:27]=[CH:26][CH:25]=2)[CH2:20][CH2:19]1.ClCCCN1CCCC(C2C=CC(OC)=CC=2)C1>>[ClH:14].[C:2]1([CH:8]2[CH2:9][CH2:10][N:11]([CH2:15][CH2:16][CH2:17][N:18]3[CH2:19][CH2:20][CH:21]([C:24]4[CH:29]=[CH:28][CH:27]=[CH:26][CH:25]=4)[CH2:22][CH2:23]3)[CH2:12][CH2:13]2)[CH:7]=[CH:6][CH:5]=[CH:4][CH:3]=1 |f:0.1,4.5|. Reactants: Cl.C1(=CC=CC=C1)C1CCNCC1 (4-phenylpiperidine hydrochloride), ClCCCN1CCC(CC1)C1=CC=CC=C1 (1-(3-chloropropyl)-4-phenylpiperidine), ClCCCN1CC(CCC1)C1=CC=C(C=C1)OC (1-(3-chloropropyl)-3-(4-methoxyphenyl)piperidine).